Dataset: the Open Reaction Database (ORD), a public repository of structured organic reaction records. Task: describe an organic reaction: reactants, conditions, products, and yield Reactants: [N+](=[N-])=C (diazomethane), [N+](=[N-])=C (diazomethane), COC(CC1=C2C=CC(=NC2=CC=C1)Cl)=O ((2-Chloroquinolin-5-yl)-acetic acid methyl ester), C(C1=CC=CC=C1)O (benzyl alcohol), C(CC(O)(C(=O)O)CC(=O)O)(=O)O (citric acid), C(C1=CC=CC=C1)O (benzyl alcohol), [H-].[Na+] (NaH). Solvent: C(C)(=O)O (acetic acid), CCOCC (ether), C1(=CC=CC=C1)C (toluene), C1CCOC1 (THF), O (water), C(C)(=O)OCC (ethyl acetate). Conditions: time 8 hour. The product is COC(CC1=C2C=CC(=NC2=CC=C1)OCC1=CC=CC=C1)=O ((2-Benzyloxy-quinolin-5-yl)-acetic acid methyl ester). Reaction SMILES: [CH3:1][O:2][C:3](=[O:16])[CH2:4][C:5]1[CH:14]=[CH:13][CH:12]=[C:11]2[C:6]=1[CH:7]=[CH:8][C:9](Cl)=[N:10]2.[CH2:17]([OH:24])[C:18]1[CH:23]=[CH:22][CH:21]=[CH:20][CH:19]=1.[H-].[Na+].C(O)(=O)CC(CC(O)=O)(C(O)=O)O.[N+](=C)=[N-]>C1COCC1.CCOCC.C1(C)C=CC=CC=1.C(O)(=O)C.O.C(OCC)(=O)C>[CH3:1][O:2][C:3](=[O:16])[CH2:4][C:5]1[CH:14]=[CH:13][CH:12]=[C:11]2[C:6]=1[CH:7]=[CH:8][C:9]([O:24][CH2:17][C:18]1[CH:23]=[CH:22][CH:21]=[CH:20][CH:19]=1)=[N:10]2 |f:2.3|. Procedure details: (2-Chloroquinolin-5-yl)-acetic acid methyl ester (0.198 g, 1.01 mmol), whose synthesis was previously described, and benzyl alcohol (0.722 g, 6.67 mmol) were dissolved in anhydrous THF, and NaH (60% in oil, 0.244 g, 6.10 mmol) was added. The reaction was stirred at room temperature overnight. The solution was poured into ethyl acetate and water and the layers were separated. The organic layer was washed twice with water, then washed with brine, dried over magnesium sulfate, filtered and rotovapp...